This data is from the Open Reaction Database (ORD), a public repository of structured organic reaction records. The task is: describe an organic reaction: reactants, conditions, products, and yield The reactants are C(CCC)C=1N(C(=CN1)CCCCCC(=O)OC)CC1=C(C=CC=C1)Cl (methyl 6-[2-n-butyl-1-{(2-chlorophenyl)methyl}-1H-imidazol-5-yl]hexanoate), [OH-].[K+] (potassium hydroxide). Yields the product Cl.C(CCC)C=1N(C(=CN1)CCCCCC(=O)O)CC1=C(C=CC=C1)Cl (6-[2-n-butyl-1-{(2-chlorophenyl)methyl}-1H-imidazol-5-yl]-hexanoic acid hydrochloride). RXN SMILES: [CH2:1]([C:5]1[N:6]([CH2:19][C:20]2[CH:25]=[CH:24][CH:23]=[CH:22][C:21]=2[Cl:26])[C:7]([CH2:10][CH2:11][CH2:12][CH2:13][CH2:14][C:15]([O:17]C)=[O:16])=[CH:8][N:9]=1)[CH2:2][CH2:3][CH3:4].[OH-].[K+]>>[ClH:26].[CH2:1]([C:5]1[N:6]([CH2:19][C:20]2[CH:25]=[CH:24][CH:23]=[CH:22][C:21]=2[Cl:26])[C:7]([CH2:10][CH2:11][CH2:12][CH2:13][CH2:14][C:15]([OH:17])=[O:16])=[CH:8][N:9]=1)[CH2:2][CH2:3][CH3:4] |f:1.2,3.4|. Reported procedure: 6-[2-n-Butyl-1-{(2-chlorophenyl)methyl}-1H-imidazol-5-yl]-4-hexenoic acid was converted to the methyl ester with methanol and ethereal hydrochloric acid. This methyl ester (302 mg) in methanol was hydrogenated with platinum oxide (25 mg) at one atmosphere of hydrogen for 2 hours. The isolated crude reduced ester was chromatographed over silica gel with 3:1 ethyl acetate/hexane to provide 0.125 g of methyl 6-[2-n-butyl-1-{(2-chlorophenyl)methyl}-1H-imidazol-5-yl]hexanoate. Basic hydrolysis of thi...